Dataset: the Open Reaction Database (ORD), a public repository of structured organic reaction records. Task: describe an organic reaction: reactants, conditions, products, and yield Reactants: B(Br)(Br)Br (boron tribromide), COC=1C=CC2=C(C(OC(N2)=O)(C)C)C1 (6-methoxy-4,4-dimethyl-4H-3,1-benzoxazin-2-one), C(C)O (ethanol). Solvent: C(CCl)Cl (ethylene chloride). Reaction conditions: time 8 hour. Yields the product OC=1C=CC2=C(C(OC(N2)=O)(C)C)C1 (6-Hydroxy-4,4-dimethyl-4H-3,1-benzoxazin-2-one). Reaction SMILES: C[O:2][C:3]1[CH:4]=[CH:5][C:6]2[NH:11][C:10](=[O:12])[O:9][C:8]([CH3:14])([CH3:13])[C:7]=2[CH:15]=1.B(Br)(Br)Br.C(O)C>C(Cl)CCl>[OH:2][C:3]1[CH:4]=[CH:5][C:6]2[NH:11][C:10](=[O:12])[O:9][C:8]([CH3:13])([CH3:14])[C:7]=2[CH:15]=1. Procedure: An amount of 237.5 gm (1.146 mol) of 6-methoxy-4,4-dimethyl-4H-3,1-benzoxazin-2-one is dissolved in 2.4 liters of dry ethylene chloride, and 125 ml (330.3 gm=1.3 mol) of boron tribromide are added thereto dropwise, under stirring, at -30° to -40° C. After the addition is complete, the mixture is allowed to return to ambient temperature and left overnight. Then, 1 liter of 50% ethanol is added dropwise, under cooling and stirring, and the mixture is evaporated down to about 500 ml and then dilute... Starting materials: CC([C@@H](C(=O)NC)NC(=O)N1N=C(C=2CN(CCC21)C)C2=C(C=C(C(=C2)F)F)F)(C)C ((S)-N-(3,3-dimethyl-1-(methylamino)-1-oxobutan-2-yl)-5-methyl-3-(2,4,5-trifluorophenyl)-4,5,6,7-tetrahydro-1H-pyrazolo[4,3-c]pyridine-1-carboxamide), FC=1C=C(C=CC1F)C1=NNC2=C1CN(CC2)C(=O)OC(C)(C)C (tert-butyl 3-(3,4-difluorophenyl)-6,7-dihydro-1H-pyrazolo[4,3-c]pyridine-5(4H)-carboxylate), N[C@@H](CC(C)C)C(=O)N (L-leucine amide). Yields the product NC([C@H](CC(C)C)NC(=O)N1N=C(C=2CN(CCC21)C)C2=CC(=C(C=C2)F)F)=O ((S)-N-(1-amino-4-methyl-1-oxopentan-2-yl)-3-(3,4-difluorophenyl)-5-methyl-4,5,6,7-tetrahydro-1H-pyrazolo[4,3-c]pyridine-1-carboxamide). Reaction SMILES: CC(C)(C)[C@H:3]([NH:8][C:9]([N:11]1[C:19]2[CH2:18][CH2:17][N:16]([CH3:20])[CH2:15][C:14]=2[C:13]([C:21]2[CH:26]=[C:25]([F:27])[C:24]([F:28])=[CH:23][C:22]=2F)=[N:12]1)=[O:10])[C:4]([NH:6]C)=[O:5].FC1[CH:34]=[C:35]([C:40]2C3CN(C(OC(C)(C)C)=O)CCC=3NN=2)[CH:36]=CC=1F.N[C@H](C(N)=O)CC(C)C>>[NH2:6][C:4](=[O:5])[C@@H:3]([NH:8][C:9]([N:11]1[C:19]2[CH2:18][CH2:17][N:16]([CH3:20])[CH2:15][C:14]=2[C:13]([C:21]2[CH:22]=[CH:23][C:24]([F:28])=[C:25]([F:27])[CH:26]=2)=[N:12]1)=[O:10])[CH2:34][CH:35]([CH3:40])[CH3:36]. Reported procedure: Compound 49 was prepared according to the procedure described for the synthesis of compound 37 by replacing intermediate 19 with intermediate 15, and replacing tert-leucine methylamide with L-leucine amide. 1H NMR (CDCl3) δ 7.49-7.58 (m, 2H), 7.34-7.38 (m, 1H), 7.18-7.24 (m, 1H), 4.50 (m, 1H), 3.58 (s, 2H), 3.20 (s, 2H), 2.27 (s, 3H), 2.53 (s, 3H), 1.71-1.82 (m, 3H), 0.88-0.99 (m, 6H). LCMS (+ESI) m/z=406.3 [M+H]+. Reactants: BrC1C=2C=CC=C(C2C(C2=C(C=CC=C12)O)=O)O (10-Bromo-1,8-dihydroxy-9-anthrone), SCCO (2-mercaptoethanol). Run in ClCCl (dichloromethane). Run at time 7 hour. Yields the product OCCSC1C=2C=CC=C(C2C(C2=C(C=CC=C12)O)=O)O (10-(2-hydroxyethylthio)-1,8-dihydroxy-9-anthrone). Yield: 90.0%. Reaction SMILES: Br[CH:2]1[C:15]2[C:10](=[C:11]([OH:16])[CH:12]=[CH:13][CH:14]=2)[C:9](=[O:17])[C:8]2[C:7]([OH:18])=[CH:6][CH:5]=[CH:4][C:3]1=2.[SH:19][CH2:20][CH2:21][OH:22]>ClCCl>[OH:22][CH2:21][CH2:20][S:19][CH:2]1[C:15]2[C:10](=[C:11]([OH:16])[CH:12]=[CH:13][CH:14]=2)[C:9](=[O:17])[C:8]2[C:7]([OH:18])=[CH:6][CH:5]=[CH:4][C:3]1=2. Reported procedure: 10-Bromo-1,8-dihydroxy-9-anthrone (100 mg) was dissolved in dichloromethane (7 ml) and 2-mercaptoethanol (0.03 ml) was added. The solution was stirred at room temperature for 7 hours, during which time the light brown solution became pale green. Removal of the solvent and recrystallisation of the residue from a hexane/chloroform mixture (5:1) gave 10-(2-hydroxyethylthio)-1,8-dihydroxy-9-anthrone (89 mg, 90%) as pale yellow needles, melting point 146°-147° C. The reactants are C(C1=CC=CC=C1)(C1=CC=CC=C1)(C1=CC=CC=C1)N[C@@H](C=O)CC ((R)-2-(trityl-amino)-butyraldehyde), C[Li] (methyl lithium), O (H2O). Solvent: CCOCC (Et2O). Reaction conditions: time 30 minute. Product: C(C1=CC=CC=C1)(C1=CC=CC=C1)(C1=CC=CC=C1)N[C@@H](C(C)O)CC ((2RS,3R)-3-(Trityl-amino)-pentan-2-ol). Isolated yield 93.8%. Reaction SMILES: [C:1]([NH:20][C@H:21]([CH2:24][CH3:25])[CH:22]=[O:23])([C:14]1[CH:19]=[CH:18][CH:17]=[CH:16][CH:15]=1)([C:8]1[CH:13]=[CH:12][CH:11]=[CH:10][CH:9]=1)[C:2]1[CH:7]=[CH:6][CH:5]=[CH:4][CH:3]=1.[CH3:26][Li].O>CCOCC>[C:1]([NH:20][C@H:21]([CH2:24][CH3:25])[CH:22]([OH:23])[CH3:26])([C:8]1[CH:13]=[CH:12][CH:11]=[CH:10][CH:9]=1)([C:14]1[CH:15]=[CH:16][CH:17]=[CH:18][CH:19]=1)[C:2]1[CH:7]=[CH:6][CH:5]=[CH:4][CH:3]=1. Procedure: To a stirred solution of (R)-2-(trityl-amino)-butyraldehyde (0.59 g, 1.79 mmol) in Et2O (25 mL) under Ar at −70° C., was added methyl lithium (1.4 M in Et2O; 1.88 mL, 2.63 mmol) dropwise. The reaction mixture was stirred at this temperature for 30 min and then allowed to warm to RT over 15 min and stirred at this temperature for 1 h. The mixture was cooled to 0° C. to which was slowly added H2O (25 mL) and the solution was extracted between Et2O (100 mL) and H2O (100 mL). The aqueous phase was e... Starting materials: CCOC(=O)C(NC(C)=O)C(=O)OCC, CCCCCCCCc1ccc(CCBr)cc1, CN(C)C=O, [H-], [Na+], O, O=S(=O)(O)O. Yields the product CCCCCCCCc1ccc(CCC(NC(C)=O)(C(=O)OCC)C(=O)OCC)cc1. RXN SMILES: [C:3]([CH3:4])(=[O:5])[NH:6][CH:7]([C:8](=[O:9])[O:10][CH2:11][CH3:12])[C:13](=[O:14])[O:15][CH2:16][CH3:17].[CH2:18]([CH2:19][CH2:20][CH2:21][CH2:22][CH2:23][CH2:24][CH3:25])[c:26]1[cH:27][cH:28][c:29]([CH2:32][CH2:33][Br:34])[cH:30][cH:31]1.[CH3:40][N:41]([CH3:42])[CH:43]=[O:44].[H-:2].[Na+:1].[OH2:45].[S:35](=[O:36])(=[O:37])([OH:38])[OH:39]>>[C:3]([CH3:4])(=[O:5])[NH:6][C:7]([C:8](=[O:9])[O:10][CH2:11][CH3:12])([C:13](=[O:14])[O:15][CH2:16][CH3:17])[CH2:33][CH2:32][c:29]1[cH:28][cH:27][c:26]([CH2:18][CH2:19][CH2:20][CH2:21][CH2:22][CH2:23][CH2:24][CH3:25])[cH:31][cH:30]1. Reactants: CC(=O)OC(C)=O, Cl, O, c1ccncc1, Cc1cccc(O)c1. Yields the product CC(=O)Oc1cccc(C)c1. Reaction SMILES: [CH3:9][C:10](=[O:11])[O:12][C:13](=[O:14])[CH3:15].[ClH:22].[OH2:23].[cH:16]1[cH:17][cH:18][n:19][cH:20][cH:21]1.[cH:1]1[c:2]([CH3:8])[cH:3][cH:4][cH:5][c:6]1[OH:7]>>[cH:1]1[c:2]([CH3:8])[cH:3][cH:4][cH:5][c:6]1[O:7][C:10]([CH3:9])=[O:11].